From a dataset of the Open Reaction Database (ORD), a public repository of structured organic reaction records. describe an organic reaction: reactants, conditions, products, and yield Starting materials: C=CC(=O)Cl, C1CCOC1, CCOC(C)=O, CCN(C(C)C)C(C)C, Nc1cccc(-c2cnc3ccccc3n2)c1. The product is C=CC(=O)Nc1cccc(-c2cnc3ccccc3n2)c1. As a reaction SMILES: [C:27]([CH:28]=[CH2:29])(=[O:30])[Cl:31].[CH2:32]1[O:33][CH2:34][CH2:35][CH2:36]1.[CH3:37][CH2:38][O:39][C:40](=[O:41])[CH3:42].[CH:18]([N:19]([CH:20]([CH3:21])[CH3:22])[CH2:23][CH3:24])([CH3:25])[CH3:26].[n:1]1[c:2](-[c:11]2[cH:12][c:13]([NH2:17])[cH:14][cH:15][cH:16]2)[cH:3][n:4][c:5]2[cH:6][cH:7][cH:8][cH:9][c:10]12>>[n:1]1[c:2](-[c:11]2[cH:12][c:13]([NH:17][C:27]([CH:28]=[CH2:29])=[O:30])[cH:14][cH:15][cH:16]2)[cH:3][n:4][c:5]2[cH:6][cH:7][cH:8][cH:9][c:10]12. Reactants: CN(CCNC1=NC2=C(C=3C=4C=CN=CC4C(C13)=O)C=CC(=C2)O)C (6-(2-dimethylamino-ethylamino)-3-hydroxy-5,9-diaza-benzo[c]fluoren-7-one), Cl.O[NH3+] (hydroxylammonium hydrochloride). The solvent is N1=CC=CC=C1 (pyridine), ClCCl (dichloromethane), CO (methanol). Run at temperature 80 celsius, time 10 hour. Yields the product CN(CCNC1=NC2=C(C=3C=4C=CN=CC4C(C13)=NO)C=CC(=C2)O)C (6-(2-dimethylamino-ethylamino)-3-hydroxy-5,9-diaza-benzo[c]fluoren-7-one oxime). RXN SMILES: [CH3:1][N:2]([CH3:25])[CH2:3][CH2:4][NH:5][C:6]1[C:18]2[C:17](=O)[C:16]3[CH:15]=[N:14][CH:13]=[CH:12][C:11]=3[C:10]=2[C:9]2[CH:20]=[CH:21][C:22]([OH:24])=[CH:23][C:8]=2[N:7]=1.Cl.[OH:27][NH3+:28]>N1C=CC=CC=1.ClCCl.CO>[CH3:25][N:2]([CH3:1])[CH2:3][CH2:4][NH:5][C:6]1[C:18]2[C:17](=[N:28][OH:27])[C:16]3[CH:15]=[N:14][CH:13]=[CH:12][C:11]=3[C:10]=2[C:9]2[CH:20]=[CH:21][C:22]([OH:24])=[CH:23][C:8]=2[N:7]=1 |f:1.2|. Reported procedure: The compound of Example 41(18.0 mg) and hydroxylammonium hydrochloride (20.0 mg) (Tokyo Kasei Ltd.) were dissolved in pyridine (0.5 ml) (Wako Pure Chemical Industries Ltd.) and the solution was stirred at 80° C. for 10 hours. The reaction mixture was diluted with dichloromethane and filtered through a glass filter. The solid obtained was dissolved in methanol and passed through a Mega Bond Elut SCX (Varian). The column was washed with methanol and the product was eluted with ammonia water (25%, ... Reactants: O=C([O-])[O-], O=[N+]([O-])c1ccc(O)cc1F, [K+], [K+], CN(C)C=O, ClCc1ccccn1. The product is O=[N+]([O-])c1ccc(OCc2ccccn2)cc1F. As a reaction SMILES: [C:20](=[O:21])([O-:22])[O-:23].[F:1][c:2]1[cH:3][c:4]([OH:11])[cH:5][cH:6][c:7]1[N+:8](=[O:9])[O-:10].[K+:24].[K+:25].[O:26]=[CH:27][N:28]([CH3:29])[CH3:30].[n:12]1[c:13]([CH2:18][Cl:19])[cH:14][cH:15][cH:16][cH:17]1>>[F:1][c:2]1[cH:3][c:4]([O:11][CH2:18][c:13]2[n:12][cH:17][cH:16][cH:15][cH:14]2)[cH:5][cH:6][c:7]1[N+:8](=[O:9])[O-:10]. The reactants are C(C)OC(=O)C1=C(COC2=CC=C(C=C2)CC(=O)[O-])C=C(C=C1)OC (4-(2-ethoxycarbonyl-5-methoxybenzyloxy)phenylacetate), [OH-].[K+] (potassium hydroxide). Yields the product C(=O)(O)C1=C(COC2=CC=C(C=C2)CC(=O)O)C=C(C=C1)OC (4-(2-carboxy-5-methoxybenzyloxy)phenylacetic acid). Reaction SMILES: C([O:3][C:4]([C:6]1[CH:23]=[CH:22][C:21]([O:24][CH3:25])=[CH:20][C:7]=1[CH2:8][O:9][C:10]1[CH:15]=[CH:14][C:13]([CH2:16][C:17]([O-:19])=[O:18])=[CH:12][CH:11]=1)=[O:5])C.[OH-].[K+]>>[C:4]([C:6]1[CH:23]=[CH:22][C:21]([O:24][CH3:25])=[CH:20][C:7]=1[CH2:8][O:9][C:10]1[CH:11]=[CH:12][C:13]([CH2:16][C:17]([OH:19])=[O:18])=[CH:14][CH:15]=1)([OH:5])=[O:3] |f:1.2|. Procedure: Reaction of 4-(2-ethoxycarbonyl-5-methoxybenzyloxy)phenylacetate with potassium hydroxide as described in Example 1c provides 4-(2-carboxy-5-methoxybenzyloxy)phenylacetic acid as colorless crystals, m.p. 198°-200° C. The reactants are Mg, CCOCC (ether), COC(CC(C)=O)OC (Acetylacetaldehyde dimethyl acetal), CCOCC (ether), CI (CH3I), CCOCC (ether). Yields the product COC(CC(C)CO)OC (3-hydroxymethylbutanal dimethyl acetal). Yield: 54.0%. As a reaction SMILES: CI.[CH3:3][O:4][CH:5]([O:10][CH3:11])[CH2:6][C:7](=O)[CH3:8].C[CH2:13][O:14]CC>>[CH3:3][O:4][CH:5]([O:10][CH3:11])[CH2:6][CH:7]([CH2:13][OH:14])[CH3:8]. Procedure details: CH3I (18.5 mL, 297 mmol) in 50 mL of ether was added slowly, to maintain reflux, to a suspension of Mg (6.0 g, 250 mmol) in 50 mL of ether. The solution was vigorously stirred during the addition. After the magnesium was consumed, the solution was chilled with an ice bath to ≅5° C. Acetylacetaldehyde dimethyl acetal (16.5 mL, 124 mmol) in 50 mL of ether was added very slowly, over a period of 2 h. After the addition was complete, the reaction was stirred for an additional hour while warming to r... The reactants are above intermediate, O1CCCC1 (tetrahydrofuran), C(=C)(C)N1C(NC2=C1C=CC=C2)=O (N-isopropenyl-benzimidazolone), [H-].[Na+] (sodium hydride), [Na].C(=C)(C)N1C(NC2=C1C=CC=C2)=O (N-isopropenyl-benzimidazolone sodium salt). The solvent is CN(C=O)C (dimethylformamide). Conditions: time 16 hour. Yields the product N1C=C(C2=CC=CC=C12)C1CCN(CC1)CCCN1C(N(C2=C1C=CC=C2)C(=C)C)=O (N-{3-[4-(3-Indolyl)-piperidino]-propyl}-N'-isopropenylbenzimidazolone). RXN SMILES: [Na].[C:2]([N:5]1[C:9]2[CH:10]=[CH:11][CH:12]=[CH:13][C:8]=2[NH:7][C:6]1=[O:14])([CH3:4])=[CH2:3].[C:15]([N:18]1[C:22]2[CH:23]=[CH:24][CH:25]=[CH:26][C:21]=2NC1=O)([CH3:17])=C.[H-].[Na+].O1[CH2:34][CH2:33][CH2:32][CH2:31]1>CN(C)C=O>[NH:18]1[C:22]2[C:21](=[CH:26][CH:25]=[CH:24][CH:23]=2)[C:17]([CH:32]2[CH2:33][CH2:34][N:5]([CH2:9][CH2:8][CH2:13][N:7]3[C:8]4[CH:13]=[CH:12][CH:11]=[CH:10][C:9]=4[N:5]([C:2]([CH3:4])=[CH2:3])[C:6]3=[O:14])[CH2:2][CH2:31]2)=[CH:15]1 |f:0.1,3.4,^1:0|. Procedure: 0.5 gm of the above intermediate were dissolved in 5 ml tetrahydrofuran and added to a cooled suspension of N-isopropenyl-benzimidazolone sodium salt prepared from 0.34 gm of N-isopropenyl-benzimidazolone and 0.05 gm of sodium hydride in 5 ml of dimethylformamide. The mixture was stirred for 16 hours at room temperature and then poured on ice-water-ammonia. The crystalline product was filtered off and dried. Yield: 0.65 gm (81% of theory), m.p. 68° C., identical with the product obtained by meth... Reactants: CCN(CC)CCn1ccc2cc([N+](=O)[O-])ccc21, CCO. Yields the product CCN(CC)CCn1ccc2cc(N)ccc21. RXN SMILES: [CH2:1]([CH3:2])[N:3]([CH2:4][CH2:5][n:6]1[cH:7][cH:8][c:9]2[cH:10][c:11]([N+:15]([O-:16])=[O:17])[cH:12][cH:13][c:14]12)[CH2:18][CH3:19].[CH3:20][CH2:21][OH:22]>>[CH2:1]([CH3:2])[N:3]([CH2:4][CH2:5][n:6]1[cH:7][cH:8][c:9]2[cH:10][c:11]([NH2:15])[cH:12][cH:13][c:14]12)[CH2:18][CH3:19]. The reactants are C(C1=CC=CC=C1)N(C1=C(C(=CC=C1)NS(=O)(=O)C)C)CC1=CC=C(OC2=CC=C(OCCCC(=O)O)C=C2)C=C1 (4-(4-{4-[(benzyl{2-methyl-3-[(methylsulfonyl)amino]phenyl}amino)methyl]phenoxy}phenoxy)butanoic acid), Cl.COC([C@@H](N)C(C)C)=O (L-valine methyl ester hydrochloride). The product is C(C1=CC=CC=C1)N(C1=C(C(=CC=C1)NS(=O)(=O)C)C)CC1=CC=C(OC2=CC=C(OCCCC(=O)N[C@@H](C(C)C)C(=O)O)C=C2)C=C1 (N-[4-(4-{4-[(benzyl{2-methyl-3-[(methylsulfonyl)amino]phenyl}amino)methyl]phenoxy}phenoxy)butanoyl]-L-valine). As a reaction SMILES: [CH2:1]([N:8]([CH2:21][C:22]1[CH:41]=[CH:40][C:25]([O:26][C:27]2[CH:39]=[CH:38][C:30]([O:31][CH2:32][CH2:33][CH2:34][C:35](O)=[O:36])=[CH:29][CH:28]=2)=[CH:24][CH:23]=1)[C:9]1[CH:14]=[CH:13][CH:12]=[C:11]([NH:15][S:16]([CH3:19])(=[O:18])=[O:17])[C:10]=1[CH3:20])[C:2]1[CH:7]=[CH:6][CH:5]=[CH:4][CH:3]=1.Cl.C[O:44][C:45](=[O:51])[C@H:46]([CH:48]([CH3:50])[CH3:49])[NH2:47]>>[CH2:1]([N:8]([CH2:21][C:22]1[CH:23]=[CH:24][C:25]([O:26][C:27]2[CH:28]=[CH:29][C:30]([O:31][CH2:32][CH2:33][CH2:34][C:35]([NH:47][C@H:46]([C:45]([OH:44])=[O:51])[CH:48]([CH3:50])[CH3:49])=[O:36])=[CH:38][CH:39]=2)=[CH:40][CH:41]=1)[C:9]1[CH:14]=[CH:13][CH:12]=[C:11]([NH:15][S:16]([CH3:19])(=[O:17])=[O:18])[C:10]=1[CH3:20])[C:2]1[CH:3]=[CH:4][CH:5]=[CH:6][CH:7]=1 |f:1.2|. Procedure details: The product from Example 233 and L-valine methyl ester hydrochloride were processed as described in Example 251A and B to provide the titled compound. 1H NMR (500 MHz, DMSO-d6) δ12.18-12.73 (br.s, 1 H), 8.94 (s, 1 H), 7.98 (d, 1 H), 7.23 (m, 7 H), 6.97 (m, 7 H), 6.82 (d, 2 H), 4.14 (m, 1 H), 4.04 (s, 2 H), 4.00 (s, 2 H), 3.94 (t, 2 H), 2.91 (s, 3 H), 2.39 (s, 3 H), 2.34 (m, 2 H), 2.03 (m, 1 H), 1.92 (m, 2 H), 0.87 (dd, 6 H); MS (ESI+) m/z 674 (M+H)+. The reactants are COC(=O)[C@@H]1[C@H](CC=CC1)C(=O)N1C(OCC1)=O ((4S,5S)-5-methoxycarbonyl-4-(oxazolidin-2-on-3-yl)carbonyl-1-cyclohexene), CO[Mg]OC.CO (dimethoxymagnesium methanol), [Cl-].[NH4+] (ammonium chloride). Solvent: CO (methanol). Reaction conditions: temperature 0 celsius, time 15 minute. The product is COC(=O)[C@H]1CC=CC[C@@H]1C(=O)OC ((4S,5S)-4,5-bis(methoxycarbonyl)-1-cyclohexene). Yield: 28.4%. RXN SMILES: [CH3:1][O:2][C:3]([C@H:5]1[CH2:10][CH:9]=[CH:8][CH2:7][C@@H:6]1[C:11](N1CCOC1=O)=[O:12])=[O:4].[CH3:19][O:20][Mg]OC.CO.[Cl-].[NH4+]>CO>[CH3:19][O:20][C:11]([C@@H:6]1[C@@H:5]([C:3]([O:2][CH3:1])=[O:4])[CH2:10][CH:9]=[CH:8][CH2:7]1)=[O:12] |f:1.2,3.4|. Procedure: In an atmosphere of argon gas, a solution of (4S,5S)-5-methoxycarbonyl-4-(oxazolidin-2-on-3-yl)carbonyl-1-cyclohexene (8.50 g, 33.6 mmoles) disclosed in literature [N. Narasaka et al, J. Am. Chem. Soc., 111, 5340 (1989)] in methanol (50 ml) was added to 1M dimethoxymagnesium/methanol (168 ml, 168 mmoles), and the mixture was stirred at 0° C. for 15 minutes. Saturated aqueous solution of ammonium chloride was added to the reaction mixture, and the resulting mixture was extracted with toluene. The...